Dataset: the Open Reaction Database (ORD), a public repository of structured organic reaction records. Task: describe an organic reaction: reactants, conditions, products, and yield Starting materials: solid, C([O-])([O-])=O (carbonate), C(CC)N1CCN(CC1)C1CNCC1 (1-propyl-4-pyrrolidin-3-ylpiperazine), ClC1=CC2=C(N(C(N2)=O)C(C(=O)O)C2=CC=CC=C2)C=C1 ((5-chloro-2-oxo-2,3-dihydrobenzimidazol-1-yl)phenyl-acetic acid), C=1C=CC2=C(C1)N=NN2O (HOBt), N=C=N (carbodiimide). Run in ClCCl (dichloromethane). Reaction conditions: time 10 minute. Yields the product ClC1=CC2=C(N(C(N2)=O)C(C(N2CC(CC2)N2CCN(CC2)CCC)=O)C2=CC=CC=C2)C=C1 (5-Chloro-1-{2-oxo-1-phenyl-2-[3-(4-propyl piperazin-1-yl)pyrrolidin-1-yl]-ethyl}-1,3-dihydrobenzimidazol-2-one). As a reaction SMILES: [Cl:1][C:2]1[CH:21]=[CH:20][C:5]2[N:6]([CH:10]([C:14]3[CH:19]=[CH:18][CH:17]=[CH:16][CH:15]=3)[C:11](O)=[O:12])[C:7](=[O:9])[NH:8][C:4]=2[CH:3]=1.C1C=CC2N(O)N=NC=2C=1.N=C=N.[CH2:35]([N:38]1[CH2:43][CH2:42][N:41]([CH:44]2[CH2:48][CH2:47][NH:46][CH2:45]2)[CH2:40][CH2:39]1)[CH2:36][CH3:37].C(=O)([O-])[O-]>ClCCl>[Cl:1][C:2]1[CH:21]=[CH:20][C:5]2[N:6]([CH:10]([C:14]3[CH:15]=[CH:16][CH:17]=[CH:18][CH:19]=3)[C:11](=[O:12])[N:46]3[CH2:47][CH2:48][CH:44]([N:41]4[CH2:42][CH2:43][N:38]([CH2:35][CH2:36][CH3:37])[CH2:39][CH2:40]4)[CH2:45]3)[C:7](=[O:9])[NH:8][C:4]=2[CH:3]=1. Procedure: 110 mg (0.36 mmol) of (5-chloro-2-oxo-2,3-dihydrobenzimidazol-1-yl)phenyl-acetic acid (VIIIe), 69.1 mg (0.51 mmol) of HOBt and 335 mg (0.44 mmol, 1.3 mmol/g) of solid phase-bound PS-carbodiimide were dissolved in 6 ml of dry dichloromethane in a screw-cap tube and shaken mechanically at room temperature for 10 min. 78.9 mg (0.40 mmol) of 1-propyl-4-pyrrolidin-3-ylpiperazine were added, and the mixture was then shaken mechanically overnight. Three equivalents of solid phase-bound MP-carbonate wer... Starting materials: CC(C)S(=O)(=O)Nc1c(C(=O)O)cnn1-c1ccc(Br)cc1, [Cu], c1ccc2ncccc2c1. The product is CC(C)S(=O)(=O)Nc1ccnn1-c1ccc(Br)cc1. As a reaction SMILES: [Br:1][c:2]1[cH:3][cH:4][c:5](-[n:8]2[n:9][cH:10][c:11]([C:20]([OH:21])=[O:22])[c:12]2[NH:13][S:14](=[O:15])(=[O:16])[CH:17]([CH3:18])[CH3:19])[cH:6][cH:7]1.[Cu:33].[cH:23]1[cH:24][c:25]2[c:26]([n:27][cH:28][cH:29][cH:30]2)[cH:31][cH:32]1>>[Br:1][c:2]1[cH:3][cH:4][c:5](-[n:8]2[n:9][cH:10][cH:11][c:12]2[NH:13][S:14](=[O:15])(=[O:16])[CH:17]([CH3:18])[CH3:19])[cH:6][cH:7]1. Reactants: NC1C(C(CCC1)O)(C)C (3-amino-2,2-dimethylcyclohexanol), ClC1=NC(=NC=C1C#N)SC (4-chloro-2-(methylthio)pyrimidine-5-carbonitrile), CCN(C(C)C)C(C)C (DIEA). Solvent: C(C)(C)O (isopropanol). Reaction conditions: temperature 90 celsius, time 1 hour. Yields the product OC1C(C(CCC1)NC1=NC(=NC=C1C#N)SC)(C)C (4-((3-Hydroxy-2,2-dimethylcyclohexyl)amino)-2-(methylthio)pyrimidine-5-carbonitrile). Isolated yield 38.7%. As a reaction SMILES: [NH2:1][CH:2]1[CH2:7][CH2:6][CH2:5][CH:4]([OH:8])[C:3]1([CH3:10])[CH3:9].Cl[C:12]1[C:17]([C:18]#[N:19])=[CH:16][N:15]=[C:14]([S:20][CH3:21])[N:13]=1.CCN(C(C)C)C(C)C>C(O)(C)C>[OH:8][CH:4]1[CH2:5][CH2:6][CH2:7][CH:2]([NH:1][C:12]2[C:17]([C:18]#[N:19])=[CH:16][N:15]=[C:14]([S:20][CH3:21])[N:13]=2)[C:3]1([CH3:10])[CH3:9]. Reported procedure: A mixture of 3-amino-2,2-dimethylcyclohexanol (1.30 g, crude) and 4-chloro-2-(methylthio)pyrimidine-5-carbonitrile (1.35 g, 7.27 mmol), and DIEA (1.93 g, 15.0 mmol) in isopropanol (14 mL) was stirred at 90° C. for 1 h. After removal of the solvent, the residue was purified by silica gel column chromatography (10%-30% ethyl acetate in petroleum ether) to afford the title compound (820 mg, 2.81 mmol, 38% yield), which was separated by chiral column (Superchiral S-AD, 0.46 cm I.D.×25 cm L, 5 μl, CO... The reactants are O=C1CCC(=O)N1Br, Oc1cccc2c1CCC2, CC(C)NC(C)C, ClCCl, O=S(=O)(O)O. Product: Oc1c(Br)ccc2c1CCC2. As a reaction SMILES: [Br:18][N:19]1[C:20](=[O:21])[CH2:22][CH2:23][C:24]1=[O:25].[CH2:1]1[CH2:2][CH2:3][c:4]2[c:5]([OH:10])[cH:6][cH:7][cH:8][c:9]21.[CH:11]([NH:12][CH:13]([CH3:14])[CH3:15])([CH3:16])[CH3:17].[Cl:31][CH2:32][Cl:33].[S:26](=[O:27])(=[O:28])([OH:29])[OH:30]>>[CH2:1]1[CH2:2][CH2:3][c:4]2[c:5]([OH:10])[c:6]([Br:18])[cH:7][cH:8][c:9]21.